From a dataset of the Open Reaction Database (ORD), a public repository of structured organic reaction records. describe an organic reaction: reactants, conditions, products, and yield The reactants are [N+](=O)([O-])C=1C=C(C=CC1)CC(=O)N[C@@H](C)C(=O)O (N-(3-nitrophenylacetyl)-L-alanine), solid, Cl.C(C)OC([C@@H](N)CO)=O (L-serine ethyl ester hydrochloride). Run in CO.C(Cl)(Cl)Cl (MeOH CHCl3). The product is C(C)OC([C@@H](NC([C@@H](NC(CC1=CC(=CC=C1)[N+](=O)[O-])=O)C)=O)CO)=O (N-[N-(3-Nitrophenylacetyl)-L-alaninyl]-L-serine Ethyl Ester). Reaction SMILES: [N+:1]([C:4]1[CH:5]=[C:6]([CH2:10][C:11]([NH:13][C@H:14]([C:16]([OH:18])=O)[CH3:15])=[O:12])[CH:7]=[CH:8][CH:9]=1)([O-:3])=[O:2].Cl.[CH2:20]([O:22][C:23](=[O:28])[C@H:24]([CH2:26][OH:27])[NH2:25])[CH3:21]>CO.C(Cl)(Cl)Cl>[CH2:20]([O:22][C:23](=[O:28])[C@H:24]([CH2:26][OH:27])[NH:25][C:16](=[O:18])[C@H:14]([CH3:15])[NH:13][C:11](=[O:12])[CH2:10][C:6]1[CH:7]=[CH:8][CH:9]=[C:4]([N+:1]([O-:3])=[O:2])[CH:5]=1)[CH3:21] |f:1.2,3.4|. Reported procedure: Following General Procedure C and using N-(3-nitrophenylacetyl)-L-alanine (prepared from 3-nitrophenylacetic acid (Aldrich) and L-alanine ethyl ester hydrochloride (Sigma) using General Procedure C, followed by hydrolysis using General Procedure AF) and L-serine ethyl ester hydrochloride (Sigma), the title compound was prepared as a solid (mp=179-181° C.). The reaction was monitored by tlc (Rf=0.2 in 5% MeOH/CHCl3) and the product was purified by silica gel chromatography using 5% MeOH/CHCl3 as ... The reactants are CCCNCC1CC1, CCCCCCC, COC(=O)c1c2cccc(-c3ccc(Cl)cc3Cl)c2nn1C, C[Al](C)C, [Na+], [OH-], c1ccccc1. The product is CCCN(CC1CC1)C(=O)c1c2cccc(-c3ccc(Cl)cc3Cl)c2nn1C. Reaction SMILES: [CH2:1]([CH2:2][CH3:3])[NH:4][CH2:5][CH:6]1[CH2:7][CH2:8]1.[CH3:13][CH2:14][CH2:15][CH2:16][CH2:17][CH2:18][CH3:19].[CH3:20][O:21][C:22](=[O:23])[c:24]1[n:25]([CH3:41])[n:26][c:27]2[c:28](-[c:33]3[c:34]([Cl:40])[cH:35][c:36]([Cl:39])[cH:37][cH:38]3)[cH:29][cH:30][cH:31][c:32]12.[CH3:9][Al:10]([CH3:11])[CH3:12].[Na+:43].[OH-:42].[cH:44]1[cH:45][cH:46][cH:47][cH:48][cH:49]1>>[CH2:1]([CH2:2][CH3:3])[N:4]([CH2:5][CH:6]1[CH2:7][CH2:8]1)[C:22](=[O:23])[c:24]1[n:25]([CH3:41])[n:26][c:27]2[c:28](-[c:33]3[c:34]([Cl:40])[cH:35][c:36]([Cl:39])[cH:37][cH:38]3)[cH:29][cH:30][cH:31][c:32]12. Reactants: COc1ccccc1C(C)C(=O)O, CN(C)C=O, CCOC(C)=O, C(=NC1CCCCC1)=NC1CCCCC1, CCN(C(C)C)C(C)C, Cl, On1nnc2ccccc21, O=C1CCC(c2ccccc2)(c2ccccc2)C2CNCC12. Product: COc1ccccc1C(C)C(=O)N1CC2C(=O)CCC(c3ccccc3)(c3ccccc3)C2C1. As a reaction SMILES: [CH3:11][O:12][c:13]1[c:14]([CH:19]([C:20](=[O:21])[OH:22])[CH3:23])[cH:15][cH:16][cH:17][cH:18]1.[CH3:71][N:72]([CH3:73])[CH:74]=[O:75].[CH3:76][CH2:77][O:78][C:79](=[O:80])[CH3:81].[CH:24]1([N:25]=[C:26]=[N:27][CH:28]2[CH2:29][CH2:30][CH2:31][CH2:32][CH2:33]2)[CH2:34][CH2:35][CH2:36][CH2:37][CH2:38]1.[CH:62]([N:63]([CH2:64][CH3:65])[CH:66]([CH3:67])[CH3:68])([CH3:69])[CH3:70].[ClH:39].[OH:1][n:2]1[c:3]2[cH:4][cH:5][cH:6][cH:7][c:8]2[n:9][n:10]1.[c:40]1([C:46]2([c:56]3[cH:57][cH:58][cH:59][cH:60][cH:61]3)[CH2:47][CH2:48][C:49](=[O:55])[CH:50]3[CH2:51][NH:52][CH2:53][CH:54]23)[cH:41][cH:42][cH:43][cH:44][cH:45]1>>[CH3:11][O:12][c:13]1[c:14]([CH:19]([C:20](=[O:22])[N:52]2[CH2:51][CH:50]3[C:49](=[O:55])[CH2:48][CH2:47][C:46]([c:40]4[cH:41][cH:42][cH:43][cH:44][cH:45]4)([c:56]4[cH:57][cH:58][cH:59][cH:60][cH:61]4)[CH:54]3[CH2:53]2)[CH3:23])[cH:15][cH:16][cH:17][cH:18]1. Starting materials: BrC1=CC(=C(C=C1)C(=O)N1CCN(CC1)C1=NC=C(C=C1C)C)Cl ((4-bromo-2-chlorophenyl)[4-(3,5-dimethylpyridin-2-yl)piperazin-1-yl]methanone), C[C@H]1NC(OC1)=O ((R)-4-methyloxazolidin-2-one). Product: Cl.ClC=1C=C(C=CC1C(=O)N1CCN(CC1)C1=NC=C(C=C1C)C)N1C(OC[C@H]1C)=O ((R)-3-{3-chloro-4-[4-(3,5-dimethylpyridin-2-yl)piperazine-1-carbonyl]phenyl}-4-methyloxazolidin-2-one hydrochloride). Isolated yield 30.9%. As a reaction SMILES: Br[C:2]1[CH:7]=[CH:6][C:5]([C:8]([N:10]2[CH2:15][CH2:14][N:13]([C:16]3[C:21]([CH3:22])=[CH:20][C:19]([CH3:23])=[CH:18][N:17]=3)[CH2:12][CH2:11]2)=[O:9])=[C:4]([Cl:24])[CH:3]=1.[CH3:25][C@@H:26]1[CH2:30][O:29][C:28](=[O:31])[NH:27]1>>[ClH:24].[Cl:24][C:4]1[CH:3]=[C:2]([N:27]2[C@H:26]([CH3:25])[CH2:30][O:29][C:28]2=[O:31])[CH:7]=[CH:6][C:5]=1[C:8]([N:10]1[CH2:15][CH2:14][N:13]([C:16]2[C:21]([CH3:22])=[CH:20][C:19]([CH3:23])=[CH:18][N:17]=2)[CH2:12][CH2:11]1)=[O:9] |f:2.3|. Procedure details: By reaction and treatment in the same manner as in Example 79 and using (4-bromo-2-chlorophenyl)[4-(3,5-dimethylpyridin-2-yl)piperazin-1-yl]methanone (1.7 g) described in Preparation Example 69 and (R)-4-methyloxazolidin-2-one (510 mg) described in Preparation Example 25, the title compound (299 mg) was obtained. The reactants are ClC1=NC2=C(C=CC=C2C(=N1)N1C(C2=CC=CC=C2C(C1)C)C)OC (2-Chloro-8-Methoxy-4-(1,4-Dimethyl-1,2,3,4-Tetrahydroisoquinoline-2-Yl)Quinazoline), FC1=CC(=C(N)C=C1)C (4-fluoro-2-methylaniline). Run in CN(C=O)C (dimethyl-formamide). Product: Cl.FC1=CC=C(C=C1)NC1=NC2=C(C=CC=C2C(=N1)N1C(C2=CC=CC=C2C(C1)C)C)OC (2-(4-Fluorophenylamino)-8-Methoxy-4-(1,4-Dimethyl-1,2,3,4-Tetrahydroisoquinoline-2-Yl)Quinazoline Hydrochloride). Yield: 30.0%. RXN SMILES: [Cl:1][C:2]1[N:11]=[C:10]([N:12]2[CH2:21][CH:20]([CH3:22])[C:19]3[C:14](=[CH:15][CH:16]=[CH:17][CH:18]=3)[CH:13]2[CH3:23])[C:9]2[C:4](=[C:5]([O:24][CH3:25])[CH:6]=[CH:7][CH:8]=2)[N:3]=1.[F:26][C:27]1[CH:33]=[CH:32][C:30]([NH2:31])=[C:29](C)[CH:28]=1>CN(C)C=O>[ClH:1].[F:26][C:27]1[CH:33]=[CH:32][C:30]([NH:31][C:2]2[N:11]=[C:10]([N:12]3[CH2:21][CH:20]([CH3:22])[C:19]4[C:14](=[CH:15][CH:16]=[CH:17][CH:18]=4)[CH:13]3[CH3:23])[C:9]3[C:4](=[C:5]([O:24][CH3:25])[CH:6]=[CH:7][CH:8]=3)[N:3]=2)=[CH:29][CH:28]=1 |f:3.4|. Reported procedure: In accordance with the same procedures as in Example 18, except that to a mixture of 3.00 g of the compound (8.40 mM) prepared in Example 16 and 10 ml of dimethyl-formamide, 1.90 ml of 4-fluoro-2-methylaniline(20 mM) was added, 1.10 g of the title compound was prepared. Reactants: CCc1cc(-c2nc(CC(=O)OC)cs2)ccn1, C1CCOC1, CO, ClCCl, Cl, [Li+], [OH-]. Yields the product CCc1cc(-c2nc(CC(=O)O)cs2)ccn1. RXN SMILES: [CH2:1]([CH3:2])[c:3]1[n:4][cH:5][cH:6][c:7](-[c:9]2[s:10][cH:11][c:12]([CH2:14][C:15](=[O:16])[O:17][CH3:18])[n:13]2)[cH:8]1.[CH2:22]1[O:23][CH2:24][CH2:25][CH2:26]1.[CH3:27][OH:28].[Cl:29][CH2:30][Cl:31].[ClH:21].[Li+:20].[OH-:19]>>[CH2:1]([CH3:2])[c:3]1[n:4][cH:5][cH:6][c:7](-[c:9]2[s:10][cH:11][c:12]([CH2:14][C:15](=[O:16])[OH:17])[n:13]2)[cH:8]1. Starting materials: O (Water), [N+](=O)([O-])C1=CC=C2C=NNC2=C1 (6-nitro-1H-indazole), CS(=O)(=O)OCCCOC (3-methoxypropyl methanesulfonate), C(=O)([O-])[O-].[K+].[K+] (K2CO3). Run in CC#N (CH3CN). Run at temperature 60 celsius. Product: COCCCN1N=CC2=CC=C(C=C12)[N+](=O)[O-] (1-(3-methoxypropyl)-6-nitro-1H-indazole). The yield is 45.7%. RXN SMILES: [N+:1]([C:4]1[CH:12]=[C:11]2[C:7]([CH:8]=[N:9][NH:10]2)=[CH:6][CH:5]=1)([O-:3])=[O:2].CS(O[CH2:18][CH2:19][CH2:20][O:21][CH3:22])(=O)=O.C([O-])([O-])=O.[K+].[K+].O>CC#N>[CH3:22][O:21][CH2:20][CH2:19][CH2:18][N:10]1[C:11]2[C:7](=[CH:6][CH:5]=[C:4]([N+:1]([O-:3])=[O:2])[CH:12]=2)[CH:8]=[N:9]1 |f:2.3.4|. Procedure: A mixture of 6-nitro-1H-indazole (50 g, 0.307 mol), 3-methoxypropyl methanesulfonate (54.3 g, 0.323 mol) and K2CO3 (127 g, 0.921 mol) in CH3CN (1.5 L) was heated at 60° C. overnight. Water (1 L) was added and the CH3CN was removed under reduced pressure and the aqueous residue was extracted with EtOAc (3×500 mL). The combined organic extracts were washed with brine, dried over Na2SO4, filtered and concentrated. The residue was purified by column chromatography on silica gel to give 1-(3-methoxyp... Starting materials: Cl.NCC=1C(=C(C=NC1)C=1C=C2CCC(N(C2=CC1)C)=O)C (6-(5-Aminomethyl-4-methyl-pyridin-3-yl)-1-methyl-3,4-dihydro-1H-quinolin-2-one hydrochloride), ClC=1C(=NC=CC1)C(=O)O (3-chloro-pyridine-2-carboxylic acid). The product is CC1=C(C=NC=C1C=1C=C2CCC(N(C2=CC1)C)=O)CNC(=O)C1=NC=CC=C1Cl (3-Chloro-pyridine-2-carboxylic acid [4-methyl-5-(1-methyl-2-oxo-1,2,3,4-tetrahydro-quinolin-6-yl)-pyridin-3-ylmethyl]-amide). RXN SMILES: Cl.[NH2:2][CH2:3][C:4]1[C:5]([CH3:22])=[C:6]([C:10]2[CH:11]=[C:12]3[C:17](=[CH:18][CH:19]=2)[N:16]([CH3:20])[C:15](=[O:21])[CH2:14][CH2:13]3)[CH:7]=[N:8][CH:9]=1.[Cl:23][C:24]1[C:25]([C:30](O)=[O:31])=[N:26][CH:27]=[CH:28][CH:29]=1>>[CH3:22][C:5]1[C:6]([C:10]2[CH:11]=[C:12]3[C:17](=[CH:18][CH:19]=2)[N:16]([CH3:20])[C:15](=[O:21])[CH2:14][CH2:13]3)=[CH:7][N:8]=[CH:9][C:4]=1[CH2:3][NH:2][C:30]([C:25]1[C:24]([Cl:23])=[CH:29][CH:28]=[CH:27][N:26]=1)=[O:31] |f:0.1|. Procedure details: In analogy to the procedure described for the preparation of example 75, 6-(5-aminomethyl-4-methyl-pyridin-3-yl)-1-methyl-3,4-dihydro-1H-quinolin-2-one hydrochloride (example 222) has been coupled with 3-chloro-pyridine-2-carboxylic acid to give the title compound as a colorless solid. MS: 421.5 (M+H+).